From a dataset of the Open Reaction Database (ORD), a public repository of structured organic reaction records. describe an organic reaction: reactants, conditions, products, and yield The reactants are CO (methanol), N[C@H]1[C@@H](O[C@@H]([C@H]1O)CO)N1C(=O)NC(=O)C=C1 (2′-amino-2′-deoxy uridine), C(=O)(OCC1C2=CC=CC=C2C2=CC=CC=C12)NCCC(=O)O (N-FMOC-beta-alanine), CO (methanol), CCOC1C=CC2=CC=CC=C2N1C(=O)OCC (EEDQ). Run in ClCCl (dichloromethane). Reaction conditions: time 2 hour. Yields the product C(=O)(OCC1C2=CC=CC=C2C2=CC=CC=C12)N(C(CCN)=O)[C@H]1[C@@H](O[C@@H]([C@H]1O)CO)N1C(=O)NC(=O)C=C1 (2′-Deoxy-2′-(N-Fmoc-beta-alanineamido) uridine). Yield: 77.0%. As a reaction SMILES: CCO[CH:4]1[N:13](C(OCC)=O)C2C(=CC=CC=2)[CH:6]=[CH:5]1.[NH2:19][C@@H:20]1[C@H:24]([OH:25])[C@@H:23]([CH2:26][OH:27])[O:22][C@H:21]1[N:28]1[CH:35]=[CH:34][C:32](=[O:33])[NH:31][C:29]1=[O:30].[C:36](NCCC(O)=O)([O:38][CH2:39][CH:40]1[C:52]2[C:47](=[CH:48][CH:49]=[CH:50][CH:51]=2)[C:46]2[C:41]1=[CH:42][CH:43]=[CH:44][CH:45]=2)=[O:37].C[OH:60]>ClCCl>[C:36]([N:19]([C@@H:20]1[C@H:24]([OH:25])[C@@H:23]([CH2:26][OH:27])[O:22][C@H:21]1[N:28]1[CH:35]=[CH:34][C:32](=[O:33])[NH:31][C:29]1=[O:30])[C:6](=[O:60])[CH2:5][CH2:4][NH2:13])([O:38][CH2:39][CH:40]1[C:52]2[C:47](=[CH:48][CH:49]=[CH:50][CH:51]=2)[C:46]2[C:41]1=[CH:42][CH:43]=[CH:44][CH:45]=2)=[O:37]. Procedure details: Referring to FIG. 10, EEDQ (4.2 g, 17 mmol) was added to the solution of 2′-amino-2′-deoxy uridine (4 g, 16.45 mmol) and N-FMOC-beta-alanine (5.1 g, 16.45 mmol) in methanol and the reaction mixture was boiled for two hours. Subsequent flash chromatography on silica using a linear gradient of methanol (5% to 10% ) in dichloromethane afforded 6 g of 2′-Deoxy-2′-(N-Fmoc-beta-alanineamido) uridine (77%). 1H NMR (CDCl3-DMSO-d6) d 10.398 (s, 1H, N3-H), 6.98-7.63 (m, H6, Fmoc), 6.16 (t, 1H, NHFmoc), 5.... Starting materials: O=C(O)c1ccc(Br)s1, CC(C)(C)N, ClCCl, O=S(Cl)Cl. The product is CC(C)(C)NC(=O)c1ccc(Br)s1. RXN SMILES: [Br:1][c:2]1[cH:3][cH:4][c:5]([C:7](=[O:8])[OH:9])[s:6]1.[CH3:14][C:15]([CH3:16])([CH3:17])[NH2:18].[Cl:19][CH2:20][Cl:21].[S:10]([Cl:11])([Cl:12])=[O:13]>>[Br:1][c:2]1[cH:3][cH:4][c:5]([C:7](=[O:9])[NH:18][C:15]([CH3:14])([CH3:16])[CH3:17])[s:6]1. Reactants: [Cr](=O)(=O)([O-])O[Cr](=O)(=O)[O-].[NH+]1=CC=CC=C1.[NH+]1=CC=CC=C1 (pyridinium dichromate), C(=O)(OC)[C@@H]1[C@]2(C)[C@@H](CC1)[C@@H]1CN=C3C[C@H](CC[C@]3(C)[C@H]1CC2)O[Si](C(C)C)(C(C)C)C(C)C (17β-carbomethoxy-3β-triisopropylsilyloxy-6-azaandrost-5-ene), C(C)(C)(C)OC(=O)OC(=O)OC(C)(C)C (di-t-butyldicarbonate), [F-].C(CCC)[N+](CCCC)(CCCC)CCCC (tetrabutylammonium fluoride). Solvent: O (water), N1=CC=CC=C1 (pyridine), O1CCCC1 (tetrahydrofuran), N1=CC=CC=C1 (pyridine). Conditions: time 8 hour. The product is C(=O)(OC)[C@@H]1[C@]2(CC(=O)O)[C@@H](CC1)[C@@H]1CN(C3=CC(CC[C@]3(C)[C@H]1CC2)=O)C(C)(C)C (17β-carbomethoxy-6-t-butylcarboxy-6-azaandrost-4-en-3-one). Reaction SMILES: [C:1]([C@H:5]1[CH2:10][CH2:9][C@H:8]2[C@H:11]3[C@H:21]([CH2:22][CH2:23][C@:6]12[CH3:7])[C@:19]1([CH3:20])[C:14]([CH2:15][C@@H:16]([O:24][Si](C(C)C)(C(C)C)C(C)C)[CH2:17][CH2:18]1)=[N:13][CH2:12]3)([O:3][CH3:4])=[O:2].C([O:39][C:40](OC(OC(C)(C)C)=O)=[O:41])(C)(C)C.[F-].C([N+](C[CH2:65][CH2:66][CH3:67])(CCCC)CCCC)CCC.[Cr](O[Cr]([O-])(=O)=O)([O-])(=O)=O.[NH+]1C=CC=C[CH:78]=1.[NH+]1C=CC=CC=1>N1C=CC=CC=1.O1CCCC1.O>[C:1]([C@H:5]1[CH2:10][CH2:9][C@H:8]2[C@H:11]3[C@H:21]([CH2:22][CH2:23][C@:6]12[CH2:7][C:40]([OH:41])=[O:39])[C@:19]1([CH3:20])[C:18](=[CH:17][C:16](=[O:24])[CH2:15][CH2:14]1)[N:13]([C:66]([CH3:65])([CH3:67])[CH3:78])[CH2:12]3)([O:3][CH3:4])=[O:2] |f:2.3,4.5.6|. Reported procedure: Crude 17β-carbomethoxy-3β-triisopropylsilyloxy-6-azaandrost-5-ene (66 g, 0.135 mol)is dissolved in pyridine (500 mL), treated with di-t-butyldicarbonate (150 g, 0.69 mol) and allowed to stir overnight. The pyridine is removed by rotary evaporation and tetrabutylammonium fluoride (500 mL, 1M, 0.5 mol) in tetrahydrofuran (THF) added carefully and the reaction heated to reflux for 5 min. The THF is removed by rotary evaporation, the residue dissolved in ethyl acetate (500 mL), washed cautiously wit... Reactants: Brc1ccc(OCc2ccccc2)cc1, CC(C)(C)[O-], Cc1ccccc1, CCOC(C)=O, CCO, FC(F)(F)Oc1ccc(OC2CCNCC2)cc1, [Na+], CC(=O)[O-], CC(=O)[O-], O, [Pd+2]. The product is FC(F)(F)Oc1ccc(OC2CCN(c3ccc(OCc4ccccc4)cc3)CC2)cc1. As a reaction SMILES: [Br:19][c:20]1[cH:21][cH:22][c:23]([O:26][CH2:27][c:28]2[cH:29][cH:30][cH:31][cH:32][cH:33]2)[cH:24][cH:25]1.[CH3:34][C:35]([CH3:36])([O-:37])[CH3:38].[CH3:40][c:41]1[cH:42][cH:43][cH:44][cH:45][cH:46]1.[CH3:47][CH2:48][O:49][C:50](=[O:51])[CH3:52].[CH3:62][CH2:63][OH:64].[F:1][C:2]([O:3][c:4]1[cH:5][cH:6][c:7]([O:8][CH:9]2[CH2:10][CH2:11][NH:12][CH2:13][CH2:14]2)[cH:15][cH:16]1)([F:17])[F:18].[Na+:39].[O-:54][C:55]([CH3:56])=[O:57].[O-:58][C:59]([CH3:60])=[O:61].[OH2:65].[Pd+2:53]>>[F:1][C:2]([O:3][c:4]1[cH:5][cH:6][c:7]([O:8][CH:9]2[CH2:10][CH2:11][N:12]([c:20]3[cH:21][cH:22][c:23]([O:26][CH2:27][c:28]4[cH:29][cH:30][cH:31][cH:32][cH:33]4)[cH:24][cH:25]3)[CH2:13][CH2:14]2)[cH:15][cH:16]1)([F:17])[F:18]. Starting materials: C1(=CC=CC=C1)C(C(=O)O)C1=CC=CC=C1 (diphenylacetic acid), C(=C)OCC (ethyl vinyl ether). Run in ClCCl (dichloromethane). Run at time 8 hour. Yields the product C(C)OCCOC(C(C1=CC=CC=C1)C1=CC=CC=C1)=O (Diphenylacetic acid 2-ethoxyethyl ester), ethoxy ethyl ester. Isolated yield 63.8%. RXN SMILES: [C:1]1([CH:7]([C:11]2[CH:16]=[CH:15][CH:14]=[CH:13][CH:12]=2)[C:8]([OH:10])=[O:9])[CH:6]=[CH:5][CH:4]=[CH:3][CH:2]=1.[CH:17]([O:19][CH2:20][CH3:21])=[CH2:18]>ClCCl>[CH2:17]([O:19][CH2:20][CH2:21][O:9][C:8](=[O:10])[CH:7]([C:11]1[CH:16]=[CH:15][CH:14]=[CH:13][CH:12]=1)[C:1]1[CH:2]=[CH:3][CH:4]=[CH:5][CH:6]=1)[CH3:18]. Reported procedure: Diphenylacetic acid 2-ethoxyethyl ester was prepared in the following manner: To a mixture of 2.0 g (9.4 mmol) of diphenylacetic acid in 10 ml of dichloromethane was added 1.1 ml (0.82 g, 11.4 mmol) of ethyl vinyl ether. The mixture was allowed to stir overnight at which point the reaction mixture was washed with aqueous sodium bicarbonate, dried with MgO-MgSO4, and concentrated in vacuo to give 1.7 g (6.0 mmol, 63% yield) of the corresponding ethoxy ethyl ester. Starting materials: C(OCC(C)C)(=O)Cl (isobutyl chlorocarbonate), anhydride, C(C)(=O)SCCC(=O)N1[C@H](SC[C@H]1C(=O)O)C1=C(C=CC=C1)O ((2R,4R)-3-(S-acetyl-3-mercaptopropanoyl)-2-(2-hydroxyphenyl)-4-thiazolidinecarboxylic acid), CN1CCOCC1 (N-methylmorpholine), N[C@@H](CCC(=O)O)C(=O)O (L-glutamic acid). Run in C1CCOC1 (THF), C(C)N(CC)CC (triethylamine). Yields the product C(C)(=O)SCCC(=O)N1[C@H](SC[C@H]1C(=O)N[C@@H](CCC(=O)O)C(=O)O)C1=C(C=CC=C1)O ((2S)-N-[(2R,4R)-[3-(S-Acetyl-3-mercaptopropanoyl)-2-(2-hydroxyphenyl)-4-thiazolidinyl]carbonyl]glutamic acid). Isolated yield 78.3%. RXN SMILES: [C:1]([S:4][CH2:5][CH2:6][C:7]([N:9]1[C@H:13]([C:14]([OH:16])=O)[CH2:12][S:11][C@@H:10]1[C:17]1[CH:22]=[CH:21][CH:20]=[CH:19][C:18]=1[OH:23])=[O:8])(=[O:3])[CH3:2].CN1CCOCC1.C(Cl)(=O)OCC(C)C.[NH2:39][C@H:40]([C:46]([OH:48])=[O:47])[CH2:41][CH2:42][C:43]([OH:45])=[O:44]>C1COCC1.C(N(CC)CC)C>[C:1]([S:4][CH2:5][CH2:6][C:7]([N:9]1[C@H:13]([C:14]([NH:39][C@H:40]([C:46]([OH:48])=[O:47])[CH2:41][CH2:42][C:43]([OH:45])=[O:44])=[O:16])[CH2:12][S:11][C@@H:10]1[C:17]1[CH:22]=[CH:21][CH:20]=[CH:19][C:18]=1[OH:23])=[O:8])(=[O:3])[CH3:2]. Procedure details: The suspension of mixed anhydride in THF is prepared by using 1.78 g of (2R,4R)-3-(S-acetyl-3-mercaptopropanoyl)-2-(2-hydroxyphenyl)-4-thiazolidinecarboxylic acid, 0.51 g of N-methylmorpholine and 0.68 g of isobutyl chlorocarbonate. The suspension is added to the aqueous solution of 1.5 g of L-glutamic acid and 2.0 g of triethylamine, and treated in the same manner as Example 2 to give 1.9 g (80%) of the titled compound. Starting materials: N1C(=O)NC(=O)C1 (hydantoin), C(C=1C(O)=CC=CC1)=O.COC (salicylaldehyde methyl-ether), C(O)CN (ethanol amine). Run in O (water). Product: COC1=C(C=C2C(NC(N2)=O)=O)C=CC=C1 (5(2-methoxy-benzylidene)hydantoin). The yield is 83.0%. RXN SMILES: [NH:1]1[CH2:7][C:5](=[O:6])[NH:4][C:2]1=[O:3].[CH:8](=O)[C:9]1[C:10](=[CH:12][CH:13]=[CH:14][CH:15]=1)[OH:11].[CH3:17]OC.C(CN)O>O>[CH3:17][O:11][C:10]1[CH:12]=[CH:13][CH:14]=[CH:15][C:9]=1[CH:8]=[C:7]1[NH:1][C:2](=[O:3])[NH:4][C:5]1=[O:6] |f:1.2|. Procedure details: 50 g (0.5 mole) of hydantoin, 68.07 l g (0.5 mole) of salicylaldehyde-methyl-ether and 46 g (0.7 mole) of ethanol amine are admixed in 500 ml of water at 70° C. The reaction mixture is worked up as described in Example 2. Thus 90.6 g of the desired compound are obtained, yield 83%, mp.: 178° C.